From a dataset of the Open Reaction Database (ORD), a public repository of structured organic reaction records. describe an organic reaction: reactants, conditions, products, and yield Starting materials: CCCCNCCCC, COP(=O)(OC)C(=O)Cc1cccc([Si](C)(C)C)c1, COP([O-])OC, CCCCCC, CCOCC. Yields the product COP(=O)(OC)C(O)(Cc1cccc([Si](C)(C)C)c1)P(=O)(OC)OC. RXN SMILES: [CH2:26]([NH:27][CH2:28][CH2:29][CH2:30][CH3:31])[CH2:32][CH2:33][CH3:34].[CH3:1][Si:2]([c:3]1[cH:4][c:5]([CH2:9][C:10](=[O:11])[P:12]([O:13][CH3:14])([O:15][CH3:16])=[O:17])[cH:6][cH:7][cH:8]1)([CH3:18])[CH3:19].[CH3:20][O:21][P:22]([O:23][CH3:24])[O-:25].[CH3:35][CH2:36][CH2:37][CH2:38][CH2:39][CH3:40].[CH3:41][CH2:42][O:43][CH2:44][CH3:45]>>[CH3:1][Si:2]([c:3]1[cH:4][c:5]([CH2:9][C:10]([OH:11])([P:12]([O:13][CH3:14])([O:15][CH3:16])=[O:17])[P:22]([O:21][CH3:20])([O:23][CH3:24])=[O:25])[cH:6][cH:7][cH:8]1)([CH3:18])[CH3:19]. Reactants: COC=1C=CC2=C(C(=C(O2)C(CCCCCC)NC2=CC=C(C(=O)OC)C=C2)C)C1 (methyl 4-{[1-(5-methoxy-3-methyl-1-benzofuran-2-yl)heptyl]amino}benzoate), O1CCCC1 (tetrahydrofuran), [OH-].[Na+] (sodium hydroxide). The solvent is C(C)O (ethanol). Reaction conditions: time 8 hour. The product is COC=1C=CC2=C(C(=C(O2)C(CCCCCC)NC2=CC=C(C(=O)O)C=C2)C)C1 (4-{[1-(5-methoxy-3-methyl-1-benzofuran-2-yl)heptyl]amino}benzoic acid). The yield is 90.3%. As a reaction SMILES: [CH3:1][O:2][C:3]1[CH:4]=[CH:5][C:6]2[O:10][C:9]([CH:11]([NH:18][C:19]3[CH:28]=[CH:27][C:22]([C:23]([O:25]C)=[O:24])=[CH:21][CH:20]=3)[CH2:12][CH2:13][CH2:14][CH2:15][CH2:16][CH3:17])=[C:8]([CH3:29])[C:7]=2[CH:30]=1.O1CCCC1.[OH-].[Na+]>C(O)C>[CH3:1][O:2][C:3]1[CH:4]=[CH:5][C:6]2[O:10][C:9]([CH:11]([NH:18][C:19]3[CH:28]=[CH:27][C:22]([C:23]([OH:25])=[O:24])=[CH:21][CH:20]=3)[CH2:12][CH2:13][CH2:14][CH2:15][CH2:16][CH3:17])=[C:8]([CH3:29])[C:7]=2[CH:30]=1 |f:2.3|. Procedure details: To a mixture of methyl 4-{[1-(5-methoxy-3-methyl-1-benzofuran-2-yl)heptyl]amino}benzoate (1.17 g) synthesized above, tetrahydrofuran (20 mL) and ethanol (20 mL) was added 1N aqueous sodium hydroxide solution (20.0 mL), and the mixture was stirred overnight with heating under reflux, and concentrated under reduced pressure. The residue was dissolved is in water (20 mL), and 1N hydrochloric acid (20.0 mL) was added at 0° C. The resulting precipitate was collected by filtration to give the title ob...